From a dataset of the Open Reaction Database (ORD), a public repository of structured organic reaction records. describe an organic reaction: reactants, conditions, products, and yield Reactants: C(C1=CC=CC=C1)NCCC1=CN(C2=CC=C(C(=C12)OC)F)C (N-Benzyl-2-(5-fluoro-4-methoxy-1-methyl-1H-indol-3-yl)ethanamine), FC=1C=C(C(=C2C(=CN(C12)C)CCO)OC)CCC1=CC=CC=C1 (2-(7-Fluoro-4-methoxy-1-methyl-5-phenethyl-1H-indol-3-yl)ethanol). Yields the product FC=1C=C(C(=C2C(=CN(C12)C)CCNC)OC)CCC1=CC=CC=C1 (2-(7-Fluoro-4-methoxy-1-methyl-5-phenethyl-1H-indol-3-yl)-N-methylethanamine). Procedure details: Following the procedure (step 6, scheme 17) used to prepare compound 17-7, compound 23-3 was used as starting material, giving compound 23-4 in 62% yield as a colorless oil, which was converted to the hydrochloride salt. 1H NMR (DMSO-d6, 300 MHz) δ (ppm) (HCl salt): 8.62 (br, 2H), 7.18-7.31 (m, 5H), 7.15 (s, 1H), 6.87 (d, J=13.4 Hz, 1H), 3.85 (d, J=1.7 Hz, 3H), 3.69 (s, 3H), 3.05-3.13 (m, 4H), 2.88 (br, 4H), 2.57 (s, 3H). LRMS: calc 340.2 found 341.1[MH]+. The yield is 62.0%. Reaction SMILES: [CH2:1]([NH:8]CCC1C2C(=CC=C(F)C=2OC)N(C)C=1)C1C=CC=CC=1.[F:24][C:25]1[CH:26]=[C:27]([CH2:40][CH2:41][C:42]2[CH:47]=[CH:46][CH:45]=[CH:44][CH:43]=2)[C:28]([O:38][CH3:39])=[C:29]2[C:33]=1[N:32]([CH3:34])[CH:31]=[C:30]2[CH2:35][CH2:36]O>>[F:24][C:25]1[CH:26]=[C:27]([CH2:40][CH2:41][C:42]2[CH:47]=[CH:46][CH:45]=[CH:44][CH:43]=2)[C:28]([O:38][CH3:39])=[C:29]2[C:33]=1[N:32]([CH3:34])[CH:31]=[C:30]2[CH2:35][CH2:36][NH:8][CH3:1]. The reactants are OCc1ccncc1Br, O=C1CCN(Cc2ccccc2)CC1, CC(C)[Mg+], [Cl-], C1CCOC1. Yields the product OCc1ccncc1C1(O)CCN(Cc2ccccc2)CC1. Reaction SMILES: [Br:1][c:2]1[cH:3][n:4][cH:5][cH:6][c:7]1[CH2:8][OH:9].[CH2:15]([c:16]1[cH:17][cH:18][cH:19][cH:20][cH:21]1)[N:22]1[CH2:23][CH2:24][C:25](=[O:28])[CH2:26][CH2:27]1.[CH3:11][CH:12]([Mg+:13])[CH3:14].[Cl-:10].[O:29]1[CH2:30][CH2:31][CH2:32][CH2:33]1>>[c:2]1([C:25]2([OH:28])[CH2:24][CH2:23][N:22]([CH2:15][c:16]3[cH:17][cH:18][cH:19][cH:20][cH:21]3)[CH2:27][CH2:26]2)[cH:3][n:4][cH:5][cH:6][c:7]1[CH2:8][OH:9].